Dataset: the Open Reaction Database (ORD), a public repository of structured organic reaction records. Task: describe an organic reaction: reactants, conditions, products, and yield Reactants: [OH-].[Li+] (Lithium hydroxide), COC([C@H]1N(CC(C1)OC1=CC=CC=C1)C([C@@H](NC([C@@H](NC(C)=O)CC1=CC=C(C=C1)O)=O)C(C)C)=O)=O (N-Acetyl-tyrosinyl-valinyl-(4-phenoxy)proline methyl ester), Cl (hydrochloric acid). Solvent: O1CCCC1.O (tetrahydrofuran water). Run at time 1 hour. Yields the product C(C)(=O)N[C@@H](CC1=CC=C(C=C1)O)C(=O)N[C@@H](C(C)C)C(=O)N1[C@H](C(=O)O)CC(C1)OC1=CC=CC=C1 (N-Acetyl-tyrosinyl-valinyl-(4-phenoxy)proline). Isolated yield 49.9%. As a reaction SMILES: [OH-].[Li+].C[O:4][C:5](=[O:40])[C@@H:6]1[CH2:10][CH:9]([O:11][C:12]2[CH:17]=[CH:16][CH:15]=[CH:14][CH:13]=2)[CH2:8][N:7]1[C:18](=[O:39])[C@H:19]([CH:36]([CH3:38])[CH3:37])[NH:20][C:21](=[O:35])[C@H:22]([CH2:27][C:28]1[CH:33]=[CH:32][C:31]([OH:34])=[CH:30][CH:29]=1)[NH:23][C:24](=[O:26])[CH3:25].Cl>O1CCCC1.O>[C:24]([NH:23][C@H:22]([C:21]([NH:20][C@H:19]([C:18]([N:7]1[CH2:8][CH:9]([O:11][C:12]2[CH:17]=[CH:16][CH:15]=[CH:14][CH:13]=2)[CH2:10][C@H:6]1[C:5]([OH:40])=[O:4])=[O:39])[CH:36]([CH3:38])[CH3:37])=[O:35])[CH2:27][C:28]1[CH:29]=[CH:30][C:31]([OH:34])=[CH:32][CH:33]=1)(=[O:26])[CH3:25] |f:0.1,4.5|. Procedure details: Lithium hydroxide (57 mg, 1.37 mmol) was added to a solution of N-Acetyl-tyrosinyl-valinyl-(4-phenoxy)proline methyl ester (360 mg, 0.685 mmol) dissolved in 8 ml of tetrahydrofuran/water (1:1) and stirred at room temperature for 1 hour. The mixture was acidified with 10% hydrochloric acid giving a white precipitate that was collected to give 175 mg of the title compound.